From a dataset of the Open Reaction Database (ORD), a public repository of structured organic reaction records. describe an organic reaction: reactants, conditions, products, and yield The reactants are C(C)OC(=O)C=1C=NN2C1N=CC(=C2NC2=C(C=C(C=C2)F)C)C(=O)O (3-Ethoxycarbonyl-7-(4-fluoro-2-methylphenylamino)pyrazolo[1,5-a]pyrimidine-6-carboxylic acid), CC1(OC2(CCNCC2)C2=CC=CC=C12)C (3,3-dimethyl-3H-spiro[isobenzofuran-1,4′-piperidine]). Product: FC1=CC(=C(C=C1)NC1=C(C=NC=2N1N=CC2C(=O)OCC)C(=O)N2CCC1(CC2)OC(C2=CC=CC=C21)(C)C)C (7-(4-Fluoro-2-methylphenylamino)-3-ethoxycarbonyl-6-(3,3-dimethyl-3H-spiro[isobenzofuran-1,4′-piperidine]-1′-ylcarbonyl)pyrazolo[1,5-a]pyrimidine). The yield is 78.2%. As a reaction SMILES: [CH2:1]([O:3][C:4]([C:6]1[CH:7]=[N:8][N:9]2[C:14]([NH:15][C:16]3[CH:21]=[CH:20][C:19]([F:22])=[CH:18][C:17]=3[CH3:23])=[C:13]([C:24]([OH:26])=O)[CH:12]=[N:11][C:10]=12)=[O:5])[CH3:2].[CH3:27][C:28]1([CH3:42])[C:41]2[C:36](=[CH:37][CH:38]=[CH:39][CH:40]=2)[C:30]2([CH2:35][CH2:34][NH:33][CH2:32][CH2:31]2)[O:29]1>>[F:22][C:19]1[CH:20]=[CH:21][C:16]([NH:15][C:14]2[N:9]3[N:8]=[CH:7][C:6]([C:4]([O:3][CH2:1][CH3:2])=[O:5])=[C:10]3[N:11]=[CH:12][C:13]=2[C:24]([N:33]2[CH2:34][CH2:35][C:30]3([C:36]4[C:41](=[CH:40][CH:39]=[CH:38][CH:37]=4)[C:28]([CH3:42])([CH3:27])[O:29]3)[CH2:31][CH2:32]2)=[O:26])=[C:17]([CH3:23])[CH:18]=1. Reported procedure: In the same manner as in Example 21, step 5 and using 3-ethoxycarbonyl-7-(4-fluoro-2-methylphenylamino)pyrazolo[1,5-a]pyrimidine-6-carboxylic acid (0.14 g, 0.39 mmol) obtained in Example 139, step 2 and 3,3-dimethyl-3H-spiro[isobenzofuran-1,4′-piperidine] (WO2005/092895, 0.12 g, 0.47 mmol), the title compound (0.17 g, 77%) was obtained.